Dataset: the Open Reaction Database (ORD), a public repository of structured organic reaction records. Task: describe an organic reaction: reactants, conditions, products, and yield Reactants: O=C1N(C(C2=CC=CC=C12)=O)CC1=CC=C(C(=O)NC2=C(C=C(C=C2C)C(C(F)(F)F)(C(F)(F)F)F)CC)C=C1 (4-[(1,3-Dioxo-1,3-dihydro-2H-isoindol-2-yl)methyl]-N-[2-ethyl-4-(1,1,1,2,3,3,3-heptafluoro propan-2-yl)-6-methylphenyl]benzamide), O.NN (hydrazine monohydrate). Solvent: O (water), C(C)O (ethanol). Run at temperature 60 celsius. Product: NCC1=CC=C(C(=O)NC2=C(C=C(C=C2C)C(C(F)(F)F)(C(F)(F)F)F)CC)C=C1 (4-(aminomethyl)-N-[2-ethyl-4-(1,1,1,2,3,3,3-heptafluoropropan-2-yl)-6-methylphenyl] benzamide), crude product. Reaction SMILES: O=C1C2C(=CC=CC=2)C(=O)[N:3]1[CH2:12][C:13]1[CH:40]=[CH:39][C:16]([C:17]([NH:19][C:20]2[C:25]([CH3:26])=[CH:24][C:23]([C:27]([F:36])([C:32]([F:35])([F:34])[F:33])[C:28]([F:31])([F:30])[F:29])=[CH:22][C:21]=2[CH2:37][CH3:38])=[O:18])=[CH:15][CH:14]=1.O.NN>C(O)C.O>[NH2:3][CH2:12][C:13]1[CH:14]=[CH:15][C:16]([C:17]([NH:19][C:20]2[C:25]([CH3:26])=[CH:24][C:23]([C:27]([F:36])([C:28]([F:29])([F:30])[F:31])[C:32]([F:33])([F:34])[F:35])=[CH:22][C:21]=2[CH2:37][CH3:38])=[O:18])=[CH:39][CH:40]=1 |f:1.2|. Procedure: 4-[(1,3-Dioxo-1,3-dihydro-2H-isoindol-2-yl)methyl]-N-[2-ethyl-4-(1,1,1,2,3,3,3-heptafluoro propan-2-yl)-6-methylphenyl]benzamide (0.80 g) was dissolved in ethanol (20 ml). To the solution, hydrazine monohydrate (0.28 g) was added and the mixture was stirred under heating at 60° C. for 4 hours. After adjusting to room temperature, the reaction solution was diluted with water and extracted twice with ethyl acetate. The organic phases were combined, washed with a saturated sodium bicarbonate soluti... Reactants: CCOC(=O)c1cc(C(C)(C)C)n[nH]1, CC(=O)[O-], CC(=O)[O-], ClCCl, [Cu+2], c1ccncc1, OB(O)c1ccc(-c2nnco2)cc1. The product is CCOC(=O)c1cc(C(C)(C)C)nn1-c1ccc(-c2nnco2)cc1. Reaction SMILES: [C:15]([CH3:16])([CH3:17])([CH3:18])[c:19]1[n:20][nH:21][c:22]([C:24](=[O:25])[O:26][CH2:27][CH3:28])[cH:23]1.[C:38]([O-:39])(=[O:40])[CH3:41].[C:43]([O-:44])(=[O:45])[CH3:46].[Cl:35][CH2:36][Cl:37].[Cu+2:42].[cH:29]1[cH:30][cH:31][n:32][cH:33][cH:34]1.[o:1]1[c:2](-[c:6]2[cH:7][cH:8][c:9]([B:12]([OH:13])[OH:14])[cH:10][cH:11]2)[n:3][n:4][cH:5]1>>[o:1]1[c:2](-[c:6]2[cH:7][cH:8][c:9](-[n:21]3[n:20][c:19]([C:15]([CH3:16])([CH3:17])[CH3:18])[cH:23][c:22]3[C:24](=[O:25])[O:26][CH2:27][CH3:28])[cH:10][cH:11]2)[n:3][n:4][cH:5]1.